The task is: describe an organic reaction: reactants, conditions, products, and yield. This data is from the Open Reaction Database (ORD), a public repository of structured organic reaction records. The reactants are ClC1=NC=CC=C1[N+](=O)[O-] (2-chloro-3-nitropyridine), C(CCC)[Sn](C=C)(CCCC)CCCC (tributyl vinyl tin), O (Water). Reagents/catalysts: C1=CC=C(C=C1)P(C2=CC=CC=C2)C3=CC=CC=C3.C1=CC=C(C=C1)P(C2=CC=CC=C2)C3=CC=CC=C3.Cl[Pd]Cl (Bis-(triphenylphosphin)palladium(II)-chloride). Run in O1CCOCC1 (1, 4 dioxane). Run at temperature 110 celsius, time 8 hour. Yields the product [N+](=O)([O-])C=1C(=NC=CC1)C=C (3-nitro-2-vinylpyridine). RXN SMILES: Cl[C:2]1[C:7]([N+:8]([O-:10])=[O:9])=[CH:6][CH:5]=[CH:4][N:3]=1.[CH2:11]([Sn](CCCC)(CCCC)C=C)[CH2:12]CC.O>O1CCOCC1.C1C=CC(P(C2C=CC=CC=2)C2C=CC=CC=2)=CC=1.C1C=CC(P(C2C=CC=CC=2)C2C=CC=CC=2)=CC=1.Cl[Pd]Cl>[N+:8]([C:7]1[C:2]([CH:11]=[CH2:12])=[N:3][CH:4]=[CH:5][CH:6]=1)([O-:10])=[O:9] |f:4.5.6|. Reported procedure: To a solution of 2-chloro-3-nitropyridine (20 g, 126.15 mmol) in 1, 4 dioxane (378 mL) was added tributyl vinyl tin (48 g, 151.38 mmol). The reaction mixture was degassed using nitrogen for 30 min. Bis-(triphenylphosphin)palladium(II)-chloride (4.4 g, 6.3 mmol) was added to the reaction mixture. Reaction mass was stirred at 110° C. for overnight. The reaction mixture was cooled to rt. Water was added to the reaction mass and extracted with EtOAc. Organic layer was washed with brine and dried ove... Yields the product C(C)(C)(C)OC(=O)N1C[C@@H](CC1)NC(=O)C1=CNC2=C1N=CN=C2C2=C(C=CC=1OCOC12)OCCC ((R)-3-{[4-(5-Propoxy-benzo[1,3]dioxol-4-yl)-5H-pyrrolo[3,2-d]pyrimidine-7-carbonyl]-amino}-pyrrolidine-1-carboxylic acid tert-butyl ester). The reactants are C(CC)OC1=C(C2=C(OCO2)C=C1)C=1C2=C(N=CN1)C(=CN2)C(=O)O (4-(5-propoxy-benzo[1,3]dioxol-4-yl)-5H-pyrrolo[3,2-d]pyrimidine-7-carboxylic acid), C(C)(C)(C)OC(=O)N1C[C@@H](CC1)N ((R)-3-amino-pyrrolidine-1-carboxylic acid tert-butyl ester). Procedure: Starting from 4-(5-propoxy-benzo[1,3]dioxol-4-yl)-5H-pyrrolo[3,2-d]pyrimidine-7-carboxylic acid (example A70) and commercially available (R)-3-amino-pyrrolidine-1-carboxylic acid tert-butyl ester the title compound was obtained as colorless solid. As a reaction SMILES: [CH2:1]([O:4][C:5]1[CH:13]=[CH:12][C:8]2[O:9][CH2:10][O:11][C:7]=2[C:6]=1[C:14]1[C:15]2[NH:22][CH:21]=[C:20]([C:23](O)=[O:24])[C:16]=2[N:17]=[CH:18][N:19]=1)[CH2:2][CH3:3].[C:26]([O:30][C:31]([N:33]1[CH2:37][CH2:36][C@@H:35]([NH2:38])[CH2:34]1)=[O:32])([CH3:29])([CH3:28])[CH3:27]>>[C:26]([O:30][C:31]([N:33]1[CH2:37][CH2:36][C@@H:35]([NH:38][C:23]([C:20]2[C:16]3[N:17]=[CH:18][N:19]=[C:14]([C:6]4[C:7]5[O:11][CH2:10][O:9][C:8]=5[CH:12]=[CH:13][C:5]=4[O:4][CH2:1][CH2:2][CH3:3])[C:15]=3[NH:22][CH:21]=2)=[O:24])[CH2:34]1)=[O:32])([CH3:29])([CH3:27])[CH3:28]. Conditions: time 15 minute. Procedure: 0.8 g (0.02 mol) of sodium hydride (60% dispersion in oil) was washed three times with hexane and suspended in 20 ml of THF. 2.24 ml (0.019 mol) of benzyl mercaptan in 12 ml of THF were added dropwise at 0°. The mixture was stirred at room temperature for 15 min. and subsequently 0.95 g (0.0037 mol) of 1-benzylpiperidin-4-yl methanesulfonate in 10 ml of THF was added dropwise. The reaction mixture was boiled at reflux for 22 hrs. and then poured into 200 ml of 2N aqueous NaOH. The inorganic phas... Product: C(C1=CC=CC=C1)N1CCC(CC1)SCC1=CC=CC=C1 (1-benzyl-4-benzylsulfanylpiperidine). As a reaction SMILES: [H-].[Na+].[CH2:3]([SH:10])[C:4]1[CH:9]=[CH:8][CH:7]=[CH:6][CH:5]=1.CS(O[CH:16]1[CH2:21][CH2:20][N:19]([CH2:22][C:23]2[CH:28]=[CH:27][CH:26]=[CH:25][CH:24]=2)[CH2:18][CH2:17]1)(=O)=O.[OH-].[Na+]>CCCCCC.C1COCC1>[CH2:22]([N:19]1[CH2:20][CH2:21][CH:16]([S:10][CH2:3][C:4]2[CH:9]=[CH:8][CH:7]=[CH:6][CH:5]=2)[CH2:17][CH2:18]1)[C:23]1[CH:28]=[CH:27][CH:26]=[CH:25][CH:24]=1 |f:0.1,4.5|. Isolated yield 40.3%. Reactants: C(C1=CC=CC=C1)S (benzyl mercaptan), [OH-].[Na+] (NaOH), CS(=O)(=O)OC1CCN(CC1)CC1=CC=CC=C1 (1-benzylpiperidin-4-yl methanesulfonate), [H-].[Na+] (sodium hydride). The solvent is C1CCOC1 (THF), C1CCOC1 (THF), CCCCCC (hexane), C1CCOC1 (THF). Starting materials: C(CCC)C12CC3=C(C(=CC=C3C2=CC(CC1)=O)OC)Cl (9a-butyl-8-chloro-7-methoxy-1,2,9,9a-tetrahydro-3H-fluoren-3-one), C([O-])(O)=O.[Na+] (sodium bicarbonate), BrBr (bromine). Solvent: ClCCl (dichloromethane), C(Cl)Cl (CH2Cl2). Run at time 30 minute. Yields the product BrC=1C(CCC2(CC3=C(C(=CC=C3C12)OC)Cl)CCCC)=O (4-bromo-9a-butyl-8-chloro-7-methoxy-1,2,9,9a-tetrahydro-3H-fluoren-3-one). RXN SMILES: [CH2:1]([C:5]12[CH2:17][CH2:16][C:15](=[O:18])[CH:14]=[C:13]1[C:12]1[C:7](=[C:8]([Cl:21])[C:9]([O:19][CH3:20])=[CH:10][CH:11]=1)[CH2:6]2)[CH2:2][CH2:3][CH3:4].C(=O)(O)[O-].[Na+].[Br:27]Br>ClCCl>[Br:27][C:14]1[C:15](=[O:18])[CH2:16][CH2:17][C:5]2([CH2:1][CH2:2][CH2:3][CH3:4])[C:13]=1[C:12]1[C:7](=[C:8]([Cl:21])[C:9]([O:19][CH3:20])=[CH:10][CH:11]=1)[CH2:6]2 |f:1.2|. Procedure: A solution of 9a-butyl-8-chloro-7-methoxy-1,2,9,9a-tetrahydro-3H-fluoren-3-one (555 mg, 1.82 mmol) in anhydrous dichloromethane (18.2 mL) was treated with sodium bicarbonate (765 mg, 9.1 mmol) and bromine (0.093 mL, 1.82 mmol). The mixture was stirred at room temperature for 30 minutes and then diluted with CH2Cl2 (50 mL) and washed with water (50 mL). The organic phase was dried over MgSO4, filtered through a pad of silica gel (10 mL) with a 10 mL CH2Cl2 rinse, and the solvent evaporated under ... The product is C(C1=CC=CC=C1)OC1=CC=C(C=C1)C1=CC(=NN1C1CCCCC1)/C=C(/C(=O)O)\C ((2E)-3-{5-[4-(benzyloxy)phenyl]-1-cyclohexyl-1H-pyrazol-3-yl}-2-methyl-2-propenoic acid). The yield is 100.8%. The solvent is CO.C1CCOC1 (MeOH THF). Reactants: C(C1=CC=CC=C1)OC1=CC=C(C=C1)C1=CC(=NN1C1CCCCC1)/C=C(/C(=O)OCC)\C (Ethyl (2E)-3-{5-[4-(benzyloxy)phenyl]-1-cyclohexyl-1H-pyrazol-3-yl}-2-methyl-2-propenoate), [Li+].[OH-] (LiOH). Procedure: A mixture of methyl ester 4.1 (50 mg, 0.112 mmol) and 1N LiOH (2 ml) in 3 ml of MeOH/THF (1:2) was stirred at rt for 18 h, concentrated, and partitioned between Et2O and H2O. The organic phase was extracted with 0.1 N NaOH (2×), and the combined aqueous extracts were acidified with conc. HCl, and extracted with EtOAc (3×). The combined organic extracts were washed with H2O, brine, and dried (Na2SO4) before being concentrated to afford 47 mg (100%) of 4.2. HRMS (ESI) calc'd for C26H29N2O3 417.217... As a reaction SMILES: [CH2:1]([O:8][C:9]1[CH:14]=[CH:13][C:12]([C:15]2[N:19]([CH:20]3[CH2:25][CH2:24][CH2:23][CH2:22][CH2:21]3)[N:18]=[C:17](/[CH:26]=[C:27](\[CH3:33])/[C:28]([O:30]CC)=[O:29])[CH:16]=2)=[CH:11][CH:10]=1)[C:2]1[CH:7]=[CH:6][CH:5]=[CH:4][CH:3]=1.[Li+].[OH-]>CO.C1COCC1>[CH2:1]([O:8][C:9]1[CH:10]=[CH:11][C:12]([C:15]2[N:19]([CH:20]3[CH2:25][CH2:24][CH2:23][CH2:22][CH2:21]3)[N:18]=[C:17](/[CH:26]=[C:27](\[CH3:33])/[C:28]([OH:30])=[O:29])[CH:16]=2)=[CH:13][CH:14]=1)[C:2]1[CH:3]=[CH:4][CH:5]=[CH:6][CH:7]=1 |f:1.2,3.4|. Conditions: time 18 hour. Starting materials: ClC(=O)N1C(NCC1)=O (N-chlorocarbonyl-imidazolid-2-one), CO (methanol). Reaction conditions: time 1 hour. The product is COC(=O)N1C(NCC1)=O (N-methoxycarbonyl-imidazolid-2-one). RXN SMILES: Cl[C:2]([N:4]1[CH2:8][CH2:7][NH:6][C:5]1=[O:9])=[O:3].[CH3:10][OH:11]>>[CH3:10][O:11][C:2]([N:4]1[CH2:8][CH2:7][NH:6][C:5]1=[O:9])=[O:3]. Procedure details: 14.9 parts by weight of N-chlorocarbonyl-imidazolid-2-one were introduced into 70 parts by volume of ice-cold methanol and the mixture was stirred for 1 hour at room temperature and subsequently for 1 hour at 40°-50° C. After the excess methanol had been stripped off, the residue was recrystallized from acetone. Starting materials: CC1(C(=C(C1O)C1=CC=CC=C1)C1=CC=C(C=C1)S(=O)(=O)C)C (4,4-Dimethyl-3-(4-methylsulfonylphenyl)-2-phenyl-2-cyclobuten-1-ol), N1=CC=CC=C1 (pyridine), CC(=O)OC(=O)C (Ac2O). The reagents and catalysts are CN(C)C=1C=CN=CC1 (DMAP). The solvent is CCOC(=O)C (EtOAc), O (H2O), C(Cl)Cl (CH2Cl2). Run at time 2 hour. The product is CC1(C(=C(C1OC(C)=O)C1=CC=CC=C1)C1=CC=C(C=C1)S(=O)(=O)C)C (4,4-Dimethyl-1-acetoxy-3-(4-methylsulfonylphenyl)-2-phenyl-2-cyclobutene). Reaction SMILES: [CH3:1][C:2]1([CH3:23])[CH:5]([OH:6])[C:4]([C:7]2[CH:12]=[CH:11][CH:10]=[CH:9][CH:8]=2)=[C:3]1[C:13]1[CH:18]=[CH:17][C:16]([S:19]([CH3:22])(=[O:21])=[O:20])=[CH:15][CH:14]=1.N1C=CC=CC=1.[CH3:30][C:31](OC(C)=O)=[O:32]>C(Cl)Cl.CN(C1C=CN=CC=1)C.CCOC(C)=O.O>[CH3:1][C:2]1([CH3:23])[CH:5]([O:6][C:31](=[O:32])[CH3:30])[C:4]([C:7]2[CH:8]=[CH:9][CH:10]=[CH:11][CH:12]=2)=[C:3]1[C:13]1[CH:14]=[CH:15][C:16]([S:19]([CH3:22])(=[O:21])=[O:20])=[CH:17][CH:18]=1. Procedure: To a solution of Example 62 (150 mg) in CH2Cl2 (3 mL) at r.t., was added pyridine (370 mL), Ac2O (215 μL) and DMAP (5 mg). The mixture was stirred at r.t. for 2 hr and diluted with EtOAc and H2O. The organic phase was washed with HCl 1N, brine, dried (MgSO4) and the solvents evaporated. The residue was purified by flash chromatography (silica gel; hexane/EtOAc (70:30)) to give the title compound as a white solid, m.p. 60°-61° C. Starting materials: NC1=C(C=C(C=C1I)Br)S(=O)(=O)O (2-amino-5-bromo-3-iodobenzenesulphonic acid), C(CCC)N(CCCC)CCCC (tributylamine), ClP(C1=CC=CC=C1)(C1=CC=CC=C1)(C1=CC=CC=C1)Cl (dichlorotriphenylphosphorane). Run in ClCCl (dichloromethane). Run at time 18 hour. Yields the product NC1=C(C=C(C=C1I)Br)S(=O)(=O)Cl (2-amino-5-bromo-3-iodobenzenesulphonyl chloride). As a reaction SMILES: [NH2:1][C:2]1[C:7]([I:8])=[CH:6][C:5]([Br:9])=[CH:4][C:3]=1[S:10]([OH:13])(=O)=[O:11].C(N(CCCC)CCCC)CCC.[Cl:27]P(Cl)(C1C=CC=CC=1)(C1C=CC=CC=1)C1C=CC=CC=1>ClCCl>[NH2:1][C:2]1[C:7]([I:8])=[CH:6][C:5]([Br:9])=[CH:4][C:3]=1[S:10]([Cl:27])(=[O:13])=[O:11]. Procedure: To a solution containing 7.6 g (20 mmol) of 2-amino-5-bromo-3-iodobenzenesulphonic acid and 4.8 ml (20 mmol) of tributylamine in 20 ml of dichloromethane is added dropwise, at 0° C. under a nitrogen atmosphere, a solution of dichlorotriphenylphosphorane (9.7 g (37.5 mmol) in 45 ml of dichloromethane). The mixture is brought to room temperature, stirring is continued for 18 hours and the product is purified by chromatography on a column of silica gel, eluting with a dichloromethane/pentane mixtur... Reactants: Cl, CC(C)(C)OC(=O)N1CCOC(c2ccc(NC(=O)c3cnn(-c4cccc(OC(F)F)c4)c3)c(F)c2)C1, C1COCCO1. The product is Cl, O=C(Nc1ccc(C2CNCCO2)cc1F)c1cnn(-c2cccc(OC(F)F)c2)c1. RXN SMILES: [ClH:39].[F:1][CH:2]([O:3][c:4]1[cH:5][c:6](-[n:10]2[n:11][cH:12][c:13]([C:15](=[O:16])[NH:17][c:18]3[c:19]([F:37])[cH:20][c:21]([CH:24]4[O:25][CH2:26][CH2:27][N:28]([C:30]([O:31][C:32]([CH3:33])([CH3:34])[CH3:35])=[O:36])[CH2:29]4)[cH:22][cH:23]3)[cH:14]2)[cH:7][cH:8][cH:9]1)[F:38].[O:40]1[CH2:41][CH2:42][O:43][CH2:44][CH2:45]1>>[ClH:39].[F:1][CH:2]([O:3][c:4]1[cH:5][c:6](-[n:10]2[n:11][cH:12][c:13]([C:15](=[O:16])[NH:17][c:18]3[c:19]([F:37])[cH:20][c:21]([CH:24]4[O:25][CH2:26][CH2:27][NH:28][CH2:29]4)[cH:22][cH:23]3)[cH:14]2)[cH:7][cH:8][cH:9]1)[F:38].